Dataset: the Open Reaction Database (ORD), a public repository of structured organic reaction records. Task: describe an organic reaction: reactants, conditions, products, and yield Starting materials: C(CCCCCCCCCCCC(=O)[O-])(=O)[O-].[Na+].[Na+] (Sodium brassylate), C(CCCCCCCCCCCCCCCCC)(=O)[O-].[Al+3].C(CCCCCCCCCCCCCCCCC)(=O)[O-].C(CCCCCCCCCCCCCCCCC)(=O)[O-] (aluminum stearate), poly(ethylene brassylate), [Na] (sodium), [Al] (aluminum). Reaction conditions: temperature 200 celsius, time 3 hour. Product: C1(CCCCCCCCCCCC(=O)OCCO1)=O (ethylene brassylate). Yield: 88.1%. Reaction SMILES: [C:1]([O-:17])(=[O:16])[CH2:2][CH2:3][CH2:4][CH2:5][CH2:6][CH2:7][CH2:8][CH2:9][CH2:10][CH2:11][CH2:12][C:13]([O-:15])=[O:14].[Na+].[Na+].[C:20]([O-])(=O)[CH2:21]CCCCCCCCCCCCCCCC.[Al+3].C([O-])(=O)CCCCCCCCCCCCCCCCC.C([O-])(=O)CCCCCCCCCCCCCCCCC.[Na].[Al]>>[C:1]1(=[O:17])[O:16][CH2:21][CH2:20][O:15][C:13](=[O:14])[CH2:12][CH2:11][CH2:10][CH2:9][CH2:8][CH2:7][CH2:6][CH2:5][CH2:4][CH2:3][CH2:2]1 |f:0.1.2,3.4.5.6,^1:80|. Reported procedure: Sodium brassylate (0.33 gram) and aluminum stearate (1.09 gram) were added to 70 grams poly(ethylene brassylate) and the mixture heated at 200° C. until a homogeneous viscous mass was obtained. The molar ratio of sodium to aluminum was 2:1. The temperature was then increased to 312° C. and the pressure reduced to 0.3-0.5 mm Hg. The depolymerization reaction was complete in about 3 hours and 88.1 percent yield ethylene brassylate was obtained. Reactants: CC1(C)CCc2nc[nH]c(=O)c21, CC#N, [K+], CC(C)(C)OC(=O)N1CCNCC1, [OH-], O=P(Cl)(Cl)Cl. Product: CC(C)(C)OC(=O)N1CCN(c2ncnc3c2C(C)(C)CC3)CC1. As a reaction SMILES: [CH3:1][C:2]1([CH3:12])[CH2:3][CH2:4][c:5]2[n:6][cH:7][nH:8][c:9](=[O:11])[c:10]21.[CH3:28][C:29]#[N:30].[K+:14].[N:15]1([C:21](=[O:22])[O:23][C:24]([CH3:25])([CH3:26])[CH3:27])[CH2:16][CH2:17][NH:18][CH2:19][CH2:20]1.[OH-:13].[P:31]([Cl:32])([Cl:33])([Cl:34])=[O:35]>>[CH3:1][C:2]1([CH3:12])[CH2:3][CH2:4][c:5]2[n:6][cH:7][n:8][c:9]([N:18]3[CH2:17][CH2:16][N:15]([C:21](=[O:22])[O:23][C:24]([CH3:25])([CH3:26])[CH3:27])[CH2:20][CH2:19]3)[c:10]21. Starting materials: CC(=CCCC(C)(C#C)O)C (dehydrolinalool), [H][H] (hydrogen), CC(=CCCC(C)(C#C)O)C (dehydrolinalool). Reagents/catalysts: Ru. Product: C=CC(O)(C)CCC=C(C)C (linalool). Reaction SMILES: [CH3:1][C:2]([CH3:11])=[CH:3][CH2:4][CH2:5][C:6]([OH:10])([C:8]#[CH:9])[CH3:7].[H][H]>>[CH2:9]=[CH:8][C:6]([CH2:5][CH2:4][CH:3]=[C:2]([CH3:11])[CH3:1])([CH3:7])[OH:10]. Procedure details: In a 300 ml pressure reactor, 10 g of the Ru catalyst as described in the catalyst production example were placed in a catalyst basket insert and 150 g (0.99 mol) of dehydrolinalool were added. The hydrogenation was carried out using pure hydrogen at a constant pressure of 40 bar and a temperature of 80° C. After a reaction time of 4 hours, the reactor was vented. The conversion of dehydrolinalool was 95% and linalool was obtained in a selectivity of 90%. Reactants: CC(C)(C)[O-], O=c1ncc(Cl)c[nH]1, Cn1ccnc1SCCl, Cl, [K+], CN(C)C=O. Product: Cn1ccnc1SCn1cc(Cl)cnc1=O. RXN SMILES: [CH3:19][C:20]([CH3:21])([O-:22])[CH3:23].[Cl:11][c:12]1[cH:13][n:14][c:15](=[O:18])[nH:16][cH:17]1.[Cl:1][CH2:2][S:3][c:4]1[n:5]([CH3:9])[cH:6][cH:7][n:8]1.[ClH:10].[K+:24].[O:25]=[CH:26][N:27]([CH3:28])[CH3:29]>>[CH2:2]([S:3][c:4]1[n:5]([CH3:9])[cH:6][cH:7][n:8]1)[n:16]1[c:15](=[O:18])[n:14][cH:13][c:12]([Cl:11])[cH:17]1. Starting materials: Br, COc1ccc(C(C)=O)c(N)c1Cl. The product is CC(=O)c1ccc(O)c(Cl)c1N. As a reaction SMILES: [BrH:14].[NH2:1][c:2]1[c:3]([C:11]([CH3:12])=[O:13])[cH:4][cH:5][c:6]([O:9][CH3:10])[c:7]1[Cl:8]>>[NH2:1][c:2]1[c:3]([C:11]([CH3:12])=[O:13])[cH:4][cH:5][c:6]([OH:9])[c:7]1[Cl:8]. Reaction SMILES: [CH3:31][c:32]1[cH:33][cH:34][cH:35][cH:36][cH:37]1.[F:15][C:16]([c:17]1[cH:18][c:19]([CH:20]=[O:21])[cH:22][c:23]([C:25]([F:26])([F:27])[F:28])[cH:24]1)([F:29])[F:30].[NH2:1][c:2]1[n:3][n:4][n:5]([CH3:7])[n:6]1.[NH2:8][c:9]1[n:10]([CH3:11])[n:12][n:13][n:14]1>>[N:1]([c:2]1[n:3][n:4][n:5]([CH3:7])[n:6]1)=[CH:20][c:19]1[cH:18][c:17]([C:16]([F:15])([F:29])[F:30])[cH:24][c:23]([C:25]([F:26])([F:27])[F:28])[cH:22]1. Starting materials: Cc1ccccc1, O=Cc1cc(C(F)(F)F)cc(C(F)(F)F)c1, Cn1nnc(N)n1, Cn1nnnc1N. The product is Cn1nnc(N=Cc2cc(C(F)(F)F)cc(C(F)(F)F)c2)n1.